This data is from the Open Reaction Database (ORD), a public repository of structured organic reaction records. The task is: describe an organic reaction: reactants, conditions, products, and yield Reactants: C([O-])(O)=O.[Na+] (sodium bicarbonate), CC(=O)C (Acetone), [BH-](OC(=O)C)(OC(=O)C)OC(=O)C.[Na+] (NaBH(OAc)3), N1(CCNCC1)C=1C=C(C=CC1)O (3-piperazin-1-yl-phenol). Solvent: C1CCOC1 (THF). Conditions: time 18 hour. Yields the product C(C)(C)N1CCN(CC1)C=1C=C(C=CC1)O (3-(4-Isopropyl-piperazin-1-yl)-phenol). The yield is 59.9%. RXN SMILES: [CH3:1][C:2]([CH3:4])=O.[BH-](OC(C)=O)(OC(C)=O)OC(C)=O.[Na+].[N:19]1([C:25]2[CH:26]=[C:27]([OH:31])[CH:28]=[CH:29][CH:30]=2)[CH2:24][CH2:23][NH:22][CH2:21][CH2:20]1.C(=O)(O)[O-].[Na+]>C1COCC1>[CH:2]([N:22]1[CH2:21][CH2:20][N:19]([C:25]2[CH:26]=[C:27]([OH:31])[CH:28]=[CH:29][CH:30]=2)[CH2:24][CH2:23]1)([CH3:4])[CH3:1] |f:1.2,4.5|. Procedure details: Acetone (1.95 g) and NaBH(OAc)3 (7.12 g) were added to a solution of 3-piperazin-1-yl-phenol (2.00 g) in THF (40 ml), and the mixture was stirred at room temperature for 18 hours. Saturated aqueous sodium bicarbonate was added to the reaction solution, and the mixture was extracted with ethyl acetate. The organic layer was dried (MgSO4) and filtered to give the titled compound (1.48 g, colorless powder).